From a dataset of the Open Reaction Database (ORD), a public repository of structured organic reaction records. describe an organic reaction: reactants, conditions, products, and yield Reactants: C[Mg]Br (Methylmagnesium bromide), BrC=1C=C2C=CN(C2=CC1)C1CCC(CC1)=O (4-(5-Bromo-1H-indol-1-yl)-cyclohexanone). Solvent: C1CCOC1 (THF). Conditions: time 4 hour. The product is BrC=1C=C2C=CN(C2=CC1)C1CCC(CC1)(O)C (4-(5-Bromo-1H-indol-1-yl)-1-methyl-cyclohexanol). RXN SMILES: [CH3:1][Mg]Br.[Br:4][C:5]1[CH:6]=[C:7]2[C:11](=[CH:12][CH:13]=1)[N:10]([CH:14]1[CH2:19][CH2:18][C:17](=[O:20])[CH2:16][CH2:15]1)[CH:9]=[CH:8]2>C1COCC1>[Br:4][C:5]1[CH:6]=[C:7]2[C:11](=[CH:12][CH:13]=1)[N:10]([CH:14]1[CH2:15][CH2:16][C:17]([CH3:1])([OH:20])[CH2:18][CH2:19]1)[CH:9]=[CH:8]2. Procedure: Methylmagnesium bromide (1.4 M solution in toluene/THF) (3.667 ml, 5.134 mmol) was added dropwise to a cooled solution (at 0° C.) of intermediate D30 (0.5 g, 1.711 mmol) in THF (20 ml) under a N2 atmosphere. The resulting reaction mixture was warmed to room temperature and further stirred for 4 h. After cooling in an ice bath, the mixture was carefully quenched with NH4Cl (aqueous sat. solution), and was subsequently extracted with DCM. The organic layer was separated, dried (Na2SO4), and the so... The reactants are CCO, O=[N+]([O-])c1ccc(F)cc1O. Yields the product Nc1ccc(F)cc1O. RXN SMILES: [CH3:12][CH2:13][OH:14].[F:1][c:2]1[cH:3][cH:4][c:5]([N+:9]([O-:10])=[O:11])[c:6]([OH:8])[cH:7]1>>[F:1][c:2]1[cH:3][cH:4][c:5]([NH2:9])[c:6]([OH:8])[cH:7]1. Starting materials: CC(C)(C)OC(=O)NCc1cccc(C(=O)N(Cc2ccc(F)cc2)Cc2cc(Cl)cc(Cl)c2)c1, ClCCl, O=C(O)C(F)(F)F. The product is NCc1cccc(C(=O)N(Cc2ccc(F)cc2)Cc2cc(Cl)cc(Cl)c2)c1. Reaction SMILES: [Cl:1][c:2]1[cH:3][c:4]([CH2:5][N:6]([C:7](=[O:8])[c:9]2[cH:10][c:11]([CH2:12][NH:13][C:14](=[O:15])[O:16][C:17]([CH3:18])([CH3:19])[CH3:20])[cH:21][cH:22][cH:23]2)[CH2:24][c:25]2[cH:26][cH:27][c:28]([F:31])[cH:29][cH:30]2)[cH:32][c:33]([Cl:35])[cH:34]1.[Cl:43][CH2:44][Cl:45].[F:36][C:37]([F:38])([F:39])[C:40]([OH:41])=[O:42]>>[Cl:1][c:2]1[cH:3][c:4]([CH2:5][N:6]([C:7](=[O:8])[c:9]2[cH:10][c:11]([CH2:12][NH2:13])[cH:21][cH:22][cH:23]2)[CH2:24][c:25]2[cH:26][cH:27][c:28]([F:31])[cH:29][cH:30]2)[cH:32][c:33]([Cl:35])[cH:34]1. Reactants: ClCCl, CS(=O)(=O)c1ccc(C(CC2CCC(=O)C2)C(=O)Cl)cc1Cl, CC(C)(O)Cn1ccc(N)n1, Cc1cccc(C)n1. Yields the product CC(C)(O)Cn1ccc(NC(=O)C(CC2CCC(=O)C2)c2ccc(S(C)(=O)=O)c(Cl)c2)n1. RXN SMILES: [CH2:42]([Cl:43])[Cl:44].[Cl:20][c:21]1[cH:22][c:23]([CH:31]([C:32](=[O:33])[Cl:34])[CH2:35][CH:36]2[CH2:37][C:38](=[O:41])[CH2:39][CH2:40]2)[cH:24][cH:25][c:26]1[S:27](=[O:28])(=[O:29])[CH3:30].[NH2:1][c:2]1[n:3][n:4]([CH2:7][C:8]([CH3:9])([OH:10])[CH3:11])[cH:5][cH:6]1.[n:12]1[c:13]([CH3:14])[cH:15][cH:16][cH:17][c:18]1[CH3:19]>>[NH:1]([c:2]1[n:3][n:4]([CH2:7][C:8]([CH3:9])([OH:10])[CH3:11])[cH:5][cH:6]1)[C:32]([CH:31]([c:23]1[cH:22][c:21]([Cl:20])[c:26]([S:27](=[O:28])(=[O:29])[CH3:30])[cH:25][cH:24]1)[CH2:35][CH:36]1[CH2:37][C:38](=[O:41])[CH2:39][CH2:40]1)=[O:33]. Starting materials: N1=CC=C(C=C1)B(O)O (4-pyridinylboronic acid), BrC1=CC=CC(=N1)CC1=C(N=C(C2=CC(=C(C=C12)OC)OC)C)O (4-((6-bromopyridin-2-yl)methyl)-6,7-dimethoxy-1-methylisoquinolin-3-ol), BrC1=CC=CC(=N1)CC1=C(N=C(C2=CC(=C(C=C12)OC)OC)C)O (4-((6-Bromopyridin-2-yl)methyl)-6,7-dimethoxy-1-methylisoquinolin-3-ol), C(=O)([O-])[O-].[Na+].[Na+] (Na2CO3), O (H2O). The reagents and catalysts are Cl[Pd]([P](C1=CC=CC=C1)(C2=CC=CC=C2)C3=CC=CC=C3)([P](C4=CC=CC=C4)(C5=CC=CC=C5)C6=CC=CC=C6)Cl (Pd(PPh3)2Cl2). The solvent is CCO (EtOH), C(OC)COC (dimethoxyethane), CCOC(=O)C (EtOAc). Product: N1=C(C=CC=C1CC1=C(N=C(C2=CC(=C(C=C12)OC)OC)C)O)C1=CC=NC=C1 (4-(2,4′-bipyridin-6-ylmethyl)-6,7-dimethoxy-1-methylisoquinolin-3-ol). As a reaction SMILES: Br[C:2]1[N:7]=[C:6]([CH2:8][C:9]2[C:18]3[C:13](=[CH:14][C:15]([O:21][CH3:22])=[C:16]([O:19][CH3:20])[CH:17]=3)[C:12]([CH3:23])=[N:11][C:10]=2[OH:24])[CH:5]=[CH:4][CH:3]=1.[N:25]1[CH:30]=[CH:29][C:28](B(O)O)=[CH:27][CH:26]=1.C([O-])([O-])=O.[Na+].[Na+].O>CCO.CCOC(C)=O.Cl[Pd](Cl)([P](C1C=CC=CC=1)(C1C=CC=CC=1)C1C=CC=CC=1)[P](C1C=CC=CC=1)(C1C=CC=CC=1)C1C=CC=CC=1.C(COC)OC>[N:7]1[C:6]([CH2:8][C:9]2[C:18]3[C:13](=[CH:14][C:15]([O:21][CH3:22])=[C:16]([O:19][CH3:20])[CH:17]=3)[C:12]([CH3:23])=[N:11][C:10]=2[OH:24])=[CH:5][CH:4]=[CH:3][C:2]=1[C:28]1[CH:29]=[CH:30][N:25]=[CH:26][CH:27]=1 |f:2.3.4,^1:52,71|. Procedure details: To a stirred solution of 4-((6-bromopyridin-2-yl)methyl)-6,7-dimethoxy-1-methylisoquinolin-3-ol CCH 34150 (53 mg, 136 μmol) in EtOH (0.9 mL) in a 20 mL microwave vial equipped with a magnetic stirrer were added 4-pyridinylboronic acid (17 mg, 138 μmol), Pd(PPh3)2Cl2 (10 mg, 14 μmol), a 2 N aq. Na2CO3 solution (0.30 mL, 0.60 mmol), H2O (2.7 mL) and dimethoxyethane (3.5 mL) and the resulting mixture was stirred at 140° C. for 25 min. After cooling to RT, the mixture was diluted with EtOAc (30 mL) ... Starting materials: C(Cl)Cl (methylene chloride), N1=CC=CC=C1 (pyridine), C[C@@H]1C[C@H]2[C@H](O2)/C=C\C=C\C(=O)CC3=C(C(=CC(=C3Cl)O)O)C(=O)O1 (radicicol), C(#N)CCCCCCCCCCC(=O)Cl (11-cyanoundecanoyl chloride). The product is CN(C)C1=NC=CC=C1 (dimethylaminopyridine), title compound. As a reaction SMILES: C[C@H]1OC(=O)C2C(O)=CC(O)=C(Cl)C=2CC(=O)C=CC=C[C@H]2O[C@H]2C1.[C:26]([CH2:28][CH2:29][CH2:30][CH2:31]CCCCCCC(Cl)=O)#[N:27].C(Cl)Cl.[N:44]1[CH:49]=CC=C[CH:45]=1>>[CH3:45][N:44]([C:31]1[CH:30]=[CH:29][CH:28]=[CH:26][N:27]=1)[CH3:49]. Procedure details: Following a procedure similar to that described in Example 1, but using 365 mg of radicicol, 11-cyanoundecanoyl chloride (prepared from 1.055 g of 11-cyanoundecanoic acid), 7 ml of dry methylene chloride, 1.21 ml of pyridine and a catalytic amount of dimethylaminopyridine, 707 mg of the title compound were obtained. Reactants: NCc1ccc(Cl)cc1, NCCCN1CCCC1, NS(N)(=O)=O. Product: O=S(=O)(NCCCN1CCCC1)NCc1ccc(Cl)cc1. Reaction SMILES: [Cl:1][c:2]1[cH:3][cH:4][c:5]([CH2:6][NH2:7])[cH:8][cH:9]1.[NH2:10][CH2:11][CH2:12][CH2:13][N:14]1[CH2:15][CH2:16][CH2:17][CH2:18]1.[NH2:19][S:20]([NH2:21])(=[O:22])=[O:23]>>[Cl:1][c:2]1[cH:3][cH:4][c:5]([CH2:6][NH:7][S:20]([NH:10][CH2:11][CH2:12][CH2:13][N:14]2[CH2:15][CH2:16][CH2:17][CH2:18]2)(=[O:22])=[O:23])[cH:8][cH:9]1.